Dataset: the Open Reaction Database (ORD), a public repository of structured organic reaction records. Task: describe an organic reaction: reactants, conditions, products, and yield Starting materials: CCOC(=O)c1c(C(F)(F)F)nc(OCC)c(C(N)=O)c1OCC, O=P(Cl)(Cl)Cl. The product is CCOC(=O)c1c(C(F)(F)F)nc(OCC)c(C#N)c1OCC. Reaction SMILES: [NH2:1][C:2](=[O:3])[c:4]1[c:5]([O:22][CH2:23][CH3:24])[c:6]([C:17](=[O:18])[O:19][CH2:20][CH3:21])[c:7]([C:13]([F:14])([F:15])[F:16])[n:8][c:9]1[O:10][CH2:11][CH3:12].[P:25]([Cl:26])([Cl:27])([Cl:28])=[O:29]>>[N:1]#[C:2][c:4]1[c:5]([O:22][CH2:23][CH3:24])[c:6]([C:17](=[O:18])[O:19][CH2:20][CH3:21])[c:7]([C:13]([F:14])([F:15])[F:16])[n:8][c:9]1[O:10][CH2:11][CH3:12]. Reactants: CN(CCCON=C1C=2C(=NC(=NC2CC(C1)C1=C(C=CC(=C1)F)C1=CC=CC=C1)N)C)C (2-amino-7-(4-fluoro-biphenyl-2-yl)-4-methyl-7,8-dihydro-6H-quinazolin-5-one O-(3-dimethylamino-propyl)-oxime), NC1=NC=2CC(CC(C2C(=N1)C)=NO)C1=C(C=CC=C1)C1=CC=CC=C1 (2-amino-7-biphenyl-2-yl-4-methyl-7,8-dihydro-6H-quinazolin-5-one oxime), compound 66, 3-dimethyl-aminopropyl chloride hydrochloride, [H-].[Na+] (sodium hydride), CN(CCCON=C1C=2C(=NC(=NC2CC(C1)C1=C(C=CC(=C1)F)C1=CC=CC=C1)N)C)C (2-amino-7-(4-fluoro-biphenyl-2-yl)-4-methyl-7,8-dihydro-6H-quinazolin-5-one O-(3-dimethylamino-propyl)-oxime). The product is CN(CCCON=C1C=2C(=NC(=NC2CC(C1)C1=C(C=CC=C1)C1=CC=CC=C1)N)C)C (2-Amino-7-biphenyl-2-yl-4-methyl-7,8-dihydro-6H-quinazolin-5-one O-(3-dimethylamino-propyl)-oxime). Reaction SMILES: NC1N=C(C)C2C(=NO)CC(C3C=CC=CC=3C3C=CC=CC=3)CC=2N=1.[H-].[Na+].[CH3:29][N:30]([CH3:61])[CH2:31][CH2:32][CH2:33][O:34][N:35]=[C:36]1[CH2:45][CH:44]([C:46]2[CH:51]=[C:50](F)[CH:49]=[CH:48][C:47]=2[C:53]2[CH:58]=[CH:57][CH:56]=[CH:55][CH:54]=2)[CH2:43][C:42]2[N:41]=[C:40]([NH2:59])[N:39]=[C:38]([CH3:60])[C:37]1=2>>[CH3:61][N:30]([CH3:29])[CH2:31][CH2:32][CH2:33][O:34][N:35]=[C:36]1[CH2:45][CH:44]([C:46]2[CH:51]=[CH:50][CH:49]=[CH:48][C:47]=2[C:53]2[CH:54]=[CH:55][CH:56]=[CH:57][CH:58]=2)[CH2:43][C:42]2[N:41]=[C:40]([NH2:59])[N:39]=[C:38]([CH3:60])[C:37]1=2 |f:1.2|. Procedure details: The title compound was prepared from 2-amino-7-biphenyl-2-yl-4-methyl-7,8-dihydro-6H-quinazolin-5-one oxime, compound 66, (30 mg, 0.087 mmol), 3-dimethyl-aminopropyl chloride hydrochloride (16 mg, 0.105 μmol) and sodium hydride (60% dispersion in oil) (11 mg, 0.278 mmol), following the same procedure used for 2-amino-7-(4-fluoro-biphenyl-2-yl)-4-methyl-7,8-dihydro-6H-quinazolin-5-one O-(3-dimethylamino-propyl)-oxime (compound 88). Reaction SMILES: [O:1]1[CH2:5][CH2:4][O:3][CH:2]1[C:6]1[CH:10]=[CH:9][S:8][C:7]=1[CH2:11][C:12]#[N:13].Br[CH:15]([CH3:17])[CH3:16].[OH-].[K+]>CS(C)=O.[I-].C([N+](CCCC)(CCCC)CCCC)CCC.[Cl-].[Na+].O>[O:1]1[CH2:5][CH2:4][O:3][CH:2]1[C:6]1[CH:10]=[CH:9][S:8][C:7]=1[CH:11]([CH2:16][CH2:15][CH3:17])[C:12]#[N:13] |f:2.3,5.6,7.8.9|. Procedure details: 1.43 g (7.32 mmol) of 3-(1,3-dioxolan-2-yl)-2-thiopheneacetonitrile was dissolved in 2 ml of dimethyl sulfoxide, and 1.08 g (8.78 mmol) of 2-bromopropane, 100 mg (cat) of tetra-n-butylammonium iodide and 3 ml of 50% potassium hydroxide were successively added. After 25 minutes, 300 mg of 2-bromopropane, further after 50 minutes, 1 ml of 50% potassium hydroxide and 2 ml of DMSO were added. After completion of the reaction, brine was added, and the mixture was extracted with ethyl acetate. The org... Yields the product O1C(OCC1)C1=C(SC=C1)C(C#N)CCC (2-[3-(1,3-dioxolan-2-yl)-2Thienyl)-4-methylbutyronitrile). Conditions: time 25 minute. Reagents/catalysts: [I-].C(CCC)[N+](CCCC)(CCCC)CCCC (tetra-n-butylammonium iodide). Solvent: CS(=O)C (dimethyl sulfoxide), [Cl-].[Na+].O (brine), CS(=O)C (DMSO). Starting materials: crude product, BrC(C)C (2-bromopropane), [OH-].[K+] (potassium hydroxide), BrC(C)C (2-bromopropane), O1C(OCC1)C1=C(SC=C1)CC#N (3-(1,3-dioxolan-2-yl)-2-thiopheneacetonitrile), [OH-].[K+] (potassium hydroxide). The yield is 49.0%. Reactants: BrC=1C=C(C=CC1N1CCC(CC1)N1CCOCC1)NC(=O)C=1C=NN(C1C)C1=CC=C(C=C1)Cl (N-[3-bromo-4-(4-morpholinopiperidin-1-yl)phenyl]-1-(4-chlorophenyl)-5-methylpyrazole-4-carboxamide), dichloride, cuprous iodide, C[Si](C)(C)C#C (trimethylsilylacetylene). Solvent: N1CCCCC1 (piperidine). Run at time 1 hour. Product: ClC1=CC=C(C=C1)N1N=CC(=C1C)C(=O)NC1=CC(=C(C=C1)N1CCC(CC1)N1CCOCC1)C#C (1-(4-Chlorophenyl)-N-[3-ethynyl-4-(4-morpholinopiperidin-1-yl)phenyl]-5-methylpyrazole-4-carboxamide). Isolated yield 3.0%. Reaction SMILES: Br[C:2]1[CH:3]=[C:4]([NH:20][C:21]([C:23]2[CH:24]=[N:25][N:26]([C:29]3[CH:34]=[CH:33][C:32]([Cl:35])=[CH:31][CH:30]=3)[C:27]=2[CH3:28])=[O:22])[CH:5]=[CH:6][C:7]=1[N:8]1[CH2:13][CH2:12][CH:11]([N:14]2[CH2:19][CH2:18][O:17][CH2:16][CH2:15]2)[CH2:10][CH2:9]1.C[Si]([C:40]#[CH:41])(C)C>N1CCCCC1>[Cl:35][C:32]1[CH:33]=[CH:34][C:29]([N:26]2[C:27]([CH3:28])=[C:23]([C:21]([NH:20][C:4]3[CH:5]=[CH:6][C:7]([N:8]4[CH2:13][CH2:12][CH:11]([N:14]5[CH2:19][CH2:18][O:17][CH2:16][CH2:15]5)[CH2:10][CH2:9]4)=[C:2]([C:40]#[CH:41])[CH:3]=3)=[O:22])[CH:24]=[N:25]2)=[CH:30][CH:31]=1. Reported procedure: A suspension of N-[3-bromo-4-(4-morpholinopiperidin-1-yl)phenyl]-1-(4-chlorophenyl)-5-methylpyrazole-4-carboxamide (1 g), bistriphenylphosphinepalladium dichloride (0.38 g), cuprous iodide (0.06 g), trimethylsilylacetylene (0.53 g) and piperidine (50 ml) was refluxed under heating for 15 h. The solvent was evaporated and the residue was purified by silica gel column chromatography (mobile phase: ethyl acetate/hexane). The resulting residue was dissolved in methanol (10 ml) and potassium carbonat... Starting materials: [Al+3], COc1ccccc1C(C)=O, [H-], [H-], [H-], [H-], [Li+], [Na+], C1CCOC1, [OH-], O. Yields the product COc1ccccc1C(C)O. Reaction SMILES: [Al+3:2].[CH3:7][O:8][c:9]1[c:10]([C:15]([CH3:16])=[O:17])[cH:11][cH:12][cH:13][cH:14]1.[H-:1].[H-:4].[H-:5].[H-:6].[Li+:3].[Na+:20].[O:21]1[CH2:22][CH2:23][CH2:24][CH2:25]1.[OH-:19].[OH2:18]>>[CH3:7][O:8][c:9]1[c:10]([CH:15]([CH3:16])[OH:17])[cH:11][cH:12][cH:13][cH:14]1. The reactants are CCOc1nc(C(F)(F)C(F)(F)F)cc(=O)n1-c1cc(OC(C)C)c(Cl)cc1F, O=S(=O)(O)O. The product is CCOc1nc(C(F)(F)C(F)(F)F)cc(=O)n1-c1cc(O)c(Cl)cc1F. Reaction SMILES: [CH2:1]([CH3:2])[O:3][c:4]1[n:5](-[c:18]2[c:19]([F:29])[cH:20][c:21]([Cl:28])[c:22]([O:24][CH:25]([CH3:26])[CH3:27])[cH:23]2)[c:6](=[O:17])[cH:7][c:8]([C:10]([C:11]([F:12])([F:13])[F:14])([F:15])[F:16])[n:9]1.[S:30](=[O:31])(=[O:32])([OH:33])[OH:34]>>[CH2:1]([CH3:2])[O:3][c:4]1[n:5](-[c:18]2[c:19]([F:29])[cH:20][c:21]([Cl:28])[c:22]([OH:24])[cH:23]2)[c:6](=[O:17])[cH:7][c:8]([C:10]([C:11]([F:12])([F:13])[F:14])([F:15])[F:16])[n:9]1.